describe an organic reaction: reactants, conditions, products, and yield From a dataset of the Open Reaction Database (ORD), a public repository of structured organic reaction records. The reactants are C(C)(C)(C)NC(=S)NC(CO)C1=CC(=CC=C1)Br (N-(tert-butyl)-N′-[2-hydroxy-1-(3-bromophenyl)ethyl]thiourea), Cl (hydrochloric acid). Run at temperature 100 celsius, time 30 minute. The product is Cl.BrC=1C=C(C=CC1)C1N=C(SC1)N ((4RS)-4-(3-bromophenyl)-4,5-dihydro-1,3-thiazol-2-ylamine hydrochloride). As a reaction SMILES: C([NH:5][C:6]([NH:8][CH:9]([C:12]1[CH:17]=[CH:16][CH:15]=[C:14]([Br:18])[CH:13]=1)[CH2:10]O)=[S:7])(C)(C)C.[ClH:19]>>[ClH:19].[Br:18][C:14]1[CH:13]=[C:12]([CH:9]2[CH2:10][S:7][C:6]([NH2:5])=[N:8]2)[CH:17]=[CH:16][CH:15]=1 |f:2.3|. Procedure: A suspension of 0.5 g of N-(tert-butyl)-N′-[2-hydroxy-1-(3-bromophenyl)ethyl]thiourea in 3.8 cm3 of 6N hydrochloric acid is heated with stirring at a temperature in the region of 100° C. for 5 hours 30 minutes. The reaction medium is then cooled to a temperature in the region of 20° C. A white precipitate forms, which is filtered off after stirring for 30 minutes. The filter cake is rinsed with diethyl ether and then dried in an oven under reduced pressure (10 Pa) at a temperature in the region ... Reactants: [BH4-], CO, O=Cc1cc2c(c(F)c1F)OCO2, [Na+]. Yields the product OC1OCOc2ccc1c(F)c2F. As a reaction SMILES: [BH4-:1].[CH3:16][OH:17].[F:3][c:4]1[c:5]([CH:6]=[O:7])[cH:8][c:9]2[c:10]([c:11]1[F:12])[O:13][CH2:14][O:15]2.[Na+:2]>>[F:3][c:4]1[c:5]2[cH:8][cH:9][c:10]([c:11]1[F:12])[O:13][CH2:14][O:15][CH:6]2[OH:7].